Dataset: the Open Reaction Database (ORD), a public repository of structured organic reaction records. Task: describe an organic reaction: reactants, conditions, products, and yield Reactants: CCOC(=O)c1ccc(NC(=O)c2ccc3c(c2)C(c2ccc(C)cc2)=CCC3(C)C)cc1F, COc1ccc(P2(=S)SP(=S)(c3ccc(OC)cc3)S2)cc1, c1ccccc1. Product: CCOC(=O)c1ccc(NC(=S)c2ccc3c(c2)C(c2ccc(C)cc2)=CCC3(C)C)cc1F. RXN SMILES: [CH2:1]([CH3:2])[O:3][C:4]([c:5]1[c:6]([F:33])[cH:7][c:8]([NH:11][C:12](=[O:13])[c:14]2[cH:15][c:16]3[c:21]([cH:22][cH:23]2)[C:20]([CH3:24])([CH3:25])[CH2:19][CH:18]=[C:17]3[c:26]2[cH:27][cH:28][c:29]([CH3:32])[cH:30][cH:31]2)[cH:9][cH:10]1)=[O:34].[CH3:35][O:36][c:37]1[cH:38][cH:39][c:40]([P:41]2(=[S:42])[S:43][P:45](=[S:46])([c:47]3[cH:48][cH:49][c:50]([O:51][CH3:52])[cH:53][cH:54]3)[S:44]2)[cH:55][cH:56]1.[cH:57]1[cH:58][cH:59][cH:60][cH:61][cH:62]1>>[CH2:1]([CH3:2])[O:3][C:4]([c:5]1[c:6]([F:33])[cH:7][c:8]([NH:11][C:12]([c:14]2[cH:15][c:16]3[c:21]([cH:22][cH:23]2)[C:20]([CH3:24])([CH3:25])[CH2:19][CH:18]=[C:17]3[c:26]2[cH:27][cH:28][c:29]([CH3:32])[cH:30][cH:31]2)=[S:44])[cH:9][cH:10]1)=[O:34]. The reactants are BrC1=C(C(=CC(=C1)Cl)NC(CC1=CC(=C(C(=C1)C(C)(C)C)O)C(C)(C)C)=O)O (2-bromo-4-chloro-6-(3,5-di-t-butyl-4-hydroxy-phenylacetyl-amino)-phenol), P(=O)(Cl)(Cl)Cl (phosphorus oxychloride). Run in C1(=CC=CC=C1)C (toluene). Product: O1C=NC2=C1C=CC=C2 (benzoxazole). The yield is 368.0%. RXN SMILES: Br[C:2]1[CH:7]=[C:6](Cl)[CH:5]=[C:4]([NH:9][C:10](=O)CC2C=C(C(C)(C)C)C(O)=C(C(C)(C)C)C=2)[C:3]=1[OH:28].P(Cl)(Cl)(Cl)=O>C1(C)C=CC=CC=1>[O:28]1[C:3]2[CH:2]=[CH:7][CH:6]=[CH:5][C:4]=2[N:9]=[CH:10]1. Procedure: A solution of 2-bromo-4-chloro-6-(3,5-di-t-butyl-4-hydroxy-phenylacetyl-amino)-phenol (35.67 g, 76.1 mmol) and phosphorus oxychloride (41.8 ml, 457 mmol) in toluene was heated under reflux for 1 hour. Volatiles were removed in-vacuo and residual amounts of phosphorus oxychloride removed by azeotropic distillation with toluene (2×50 ml). The residue was taken up in acetone (50 ml) and ether (100 ml), and treated with water (100 ml) and saturated aqueous sodium bicarbonate solution (100 ml). The o... Reactants: O=C([O-])[O-], COCCOC, CCO, Cc1ccc(C(=O)Nc2ccnn2C)cc1-c1ccc2c(Cl)nncc2c1, [K+], [K+], O, Cc1ccccc1B(O)O, c1ccc(P(c2ccccc2)(c2ccccc2)[Pd](P(c2ccccc2)(c2ccccc2)c2ccccc2)(P(c2ccccc2)(c2ccccc2)c2ccccc2)P(c2ccccc2)(c2ccccc2)c2ccccc2)cc1. The product is Cc1ccc(C(=O)Nc2ccnn2C)cc1-c1ccc2c(-c3ccccc3C)nncc2c1. Reaction SMILES: [C:38](=[O:39])([O-:40])[O-:41].[CH3:121][O:122][CH2:123][CH2:124][O:125][CH3:126].[CH3:128][CH2:129][OH:130].[Cl:1][c:2]1[n:3][n:4][cH:5][c:6]2[cH:7][c:8](-[c:12]3[cH:13][c:14]([C:15](=[O:16])[NH:17][c:18]4[cH:19][cH:20][n:21][n:22]4[CH3:23])[cH:24][cH:25][c:26]3[CH3:27])[cH:9][cH:10][c:11]12.[K+:42].[K+:43].[OH2:127].[c:28]1([CH3:37])[c:29]([B:34]([OH:35])[OH:36])[cH:30][cH:31][cH:32][cH:33]1.[cH:44]1[cH:45][cH:46][c:47]([P:48]([Pd:49]([P:50]([c:51]2[cH:52][cH:53][cH:54][cH:55][cH:56]2)([c:57]2[cH:58][cH:59][cH:60][cH:61][cH:62]2)[c:63]2[cH:64][cH:65][cH:66][cH:67][cH:68]2)([P:69]([c:70]2[cH:71][cH:72][cH:73][cH:74][cH:75]2)([c:76]2[cH:77][cH:78][cH:79][cH:80][cH:81]2)[c:82]2[cH:83][cH:84][cH:85][cH:86][cH:87]2)[P:88]([c:89]2[cH:90][cH:91][cH:92][cH:93][cH:94]2)([c:95]2[cH:96][cH:97][cH:98][cH:99][cH:100]2)[c:101]2[cH:102][cH:103][cH:104][cH:105][cH:106]2)([c:107]2[cH:108][cH:109][cH:110][cH:111][cH:112]2)[c:113]2[cH:114][cH:115][cH:116][cH:117][cH:118]2)[cH:119][cH:120]1>>[c:2]1(-[c:29]2[c:28]([CH3:37])[cH:33][cH:32][cH:31][cH:30]2)[n:3][n:4][cH:5][c:6]2[cH:7][c:8](-[c:12]3[cH:13][c:14]([C:15](=[O:16])[NH:17][c:18]4[cH:19][cH:20][n:21][n:22]4[CH3:23])[cH:24][cH:25][c:26]3[CH3:27])[cH:9][cH:10][c:11]12. Starting materials: ClC=1C=C(C=CC1)C(C(=O)C1=CC=C(C=C1)Cl)CC=C (2-(3-Chlorophenyl)-1-(4-chlorophenyl)pent-4-en-1-one), CC(C)(C)[S@@](=O)N ((R)-(+)-2-methyl-2-propanesulfinamide). The reagents and catalysts are [O-]CC.[Ti+4].[O-]CC.[O-]CC.[O-]CC (titanium(IV) ethoxide). Solvent: C1CCOC1 (THF), [Cl-].[Na+].O (brine). Yields the product ClC=1C=C(C=CC1)[C@H](C(C1=CC=C(C=C1)Cl)=N[S@](=O)C(C)(C)C)CC=C ((R)—N—((R)-2-(3-Chlorophenyl)-1-(4-chlorophenyl)pent-4-en-1-ylidene)-2-methylpropane-2-sulfinamide). RXN SMILES: [Cl:1][C:2]1[CH:3]=[C:4]([CH:8]([CH2:18][CH:19]=[CH2:20])[C:9]([C:11]2[CH:16]=[CH:15][C:14]([Cl:17])=[CH:13][CH:12]=2)=O)[CH:5]=[CH:6][CH:7]=1.[CH3:21][C:22]([S@:25]([NH2:27])=[O:26])([CH3:24])[CH3:23]>C1COCC1.[Cl-].[Na+].O.[O-]CC.[Ti+4].[O-]CC.[O-]CC.[O-]CC>[Cl:1][C:2]1[CH:3]=[C:4]([C@@H:8]([CH2:18][CH:19]=[CH2:20])[C:9](=[N:27][S@@:25]([C:22]([CH3:24])([CH3:23])[CH3:21])=[O:26])[C:11]2[CH:16]=[CH:15][C:14]([Cl:17])=[CH:13][CH:12]=2)[CH:5]=[CH:6][CH:7]=1 |f:3.4.5,6.7.8.9.10|. Procedure: 2-(3-Chlorophenyl)-1-(4-chlorophenyl)pent-4-en-1-one (Example 418, Step A, 48 g, 157 mmol), titanium(IV) ethoxide, technical grade (65.9 mL, 315 mmol) and (R)-(+)-2-methyl-2-propanesulfinamide (Combi-Blocks, San Diego, Calif., 33.1 g, 267 mmol) were dissolved in 400 mL of THF. The mixture was heated with stirring under reflux for eighteen hours. The reaction was cooled and poured into brine. The resulting white solid was removed by filtration, rinsing with ethyl acetate. Ethyl acetate was added ...